Task: describe an organic reaction: reactants, conditions, products, and yield. Dataset: the Open Reaction Database (ORD), a public repository of structured organic reaction records Starting materials: C=1(C(=CC=CC1)C)C (xylene), ice water, NC1=C(C=CC(=C1)C(F)(F)F)SC1=C(C#N)C=CC=C1C(F)(F)F (2-(2-Amino-4-trifluoromethylphenylthio)-3-trifluoromethylbenzonitrile), [OH-].[Na+] (sodium hydroxide). Solvent: O (water), C(C)(=O)O (acetic acid), S(O)(O)(=O)=O (sulphuric acid), O (water). Product: FC(C1=CC=CC=2C(NC3=C(SC21)C=CC(=C3)C(F)(F)F)=O)(F)F (4,8-Bis(trifluoromethyl)-10,11-dihydrodibenzo[b,f][1,4]thiazepin-11-one). Reaction SMILES: [NH2:1][C:2]1[CH:7]=[C:6]([C:8]([F:11])([F:10])[F:9])[CH:5]=[CH:4][C:3]=1[S:12][C:13]1[C:20]([C:21]([F:24])([F:23])[F:22])=[CH:19][CH:18]=[CH:17][C:14]=1[C:15]#N.[OH-:25].[Na+].C1(C)C(C)=CC=CC=1>C(O)(=O)C.S(=O)(=O)(O)O.O>[F:23][C:21]([F:24])([F:22])[C:20]1[C:13]2[S:12][C:3]3[CH:4]=[CH:5][C:6]([C:8]([F:9])([F:10])[F:11])=[CH:7][C:2]=3[NH:1][C:15](=[O:25])[C:14]=2[CH:17]=[CH:18][CH:19]=1 |f:1.2|. Procedure details: 2-(2-Amino-4-trifluoromethylphenylthio)-3-trifluoromethylbenzonitrile (5.43 g, 15 mmol) was dissolved in a mixture of glacial acetic acid (60 ml), concentrated sulphuric acid (55 ml) and water (60 ml) and then heated under reflux for 8 hours. The cooled mixture was added to ice water (500 ml) and brought to pH 4 by addition of 10N aqueous sodium hydroxide. Extraction with dichloromethane followed by filtration, drying (sodium sulphate) and evaporation of the organic layer afforded a residue whic... The reactants are COc1ccccc1CNc1ccc2c(Br)cccc2n1, COCCOC, [Na+], [Na+], O=C([O-])[O-], O, OB(O)c1ccccc1, c1ccc(P(c2ccccc2)c2ccccc2)cc1. Yields the product COc1ccccc1CNc1ccc2c(-c3ccccc3)cccc2n1. As a reaction SMILES: [Br:1][c:2]1[c:3]2[cH:4][cH:5][c:6]([NH:12][CH2:13][c:14]3[c:15]([O:20][CH3:21])[cH:16][cH:17][cH:18][cH:19]3)[n:7][c:8]2[cH:9][cH:10][cH:11]1.[CH3:51][O:52][CH2:53][CH2:54][O:55][CH3:56].[Na+:57].[Na+:58].[O-:59][C:60](=[O:61])[O-:62].[OH2:50].[OH:22][B:23]([OH:24])[c:25]1[cH:26][cH:27][cH:28][cH:29][cH:30]1.[c:31]1([P:32]([c:33]2[cH:34][cH:35][cH:36][cH:37][cH:38]2)[c:39]2[cH:40][cH:41][cH:42][cH:43][cH:44]2)[cH:45][cH:46][cH:47][cH:48][cH:49]1>>[c:2]1(-[c:25]2[cH:26][cH:27][cH:28][cH:29][cH:30]2)[c:3]2[cH:4][cH:5][c:6]([NH:12][CH2:13][c:14]3[c:15]([O:20][CH3:21])[cH:16][cH:17][cH:18][cH:19]3)[n:7][c:8]2[cH:9][cH:10][cH:11]1. Reactants: [H][H] (hydrogen), ClC1=NC2=CC(=C(C=C2N=C1)Cl)Cl (2,6,7-trichloroquinoxaline), ice water, OC1=CC=C(OC(C(=O)OC)C)C=C1 (methyl 2-(4-hydroxyphenoxy)propanoate), [H-].[Na+] (sodium hydride), [Cl-].[Na+] (Sodium chloride). The solvent is CN(C=O)C (dimethylformamide), CN(C=O)C (dimethylformamide). Product: ClC=1C=C2N=CC(=NC2=CC1Cl)OC1=CC=C(OC(C(=O)OC)C)C=C1 (Methyl 2-[4-(6,7-dichloro-2-quinoxalinyloxy)phenoxy]propanoate). Reaction SMILES: [OH:1][C:2]1[CH:14]=[CH:13][C:5]([O:6][CH:7]([CH3:12])[C:8]([O:10][CH3:11])=[O:9])=[CH:4][CH:3]=1.[H-].[Na+].[H][H].Cl[C:20]1[CH:29]=[N:28][C:27]2[C:22](=[CH:23][C:24]([Cl:31])=[C:25]([Cl:30])[CH:26]=2)[N:21]=1.[Cl-].[Na+]>CN(C)C=O>[Cl:30][C:25]1[CH:26]=[C:27]2[C:22](=[CH:23][C:24]=1[Cl:31])[N:21]=[C:20]([O:1][C:2]1[CH:3]=[CH:4][C:5]([O:6][CH:7]([CH3:12])[C:8]([O:10][CH3:11])=[O:9])=[CH:13][CH:14]=1)[CH:29]=[N:28]2 |f:1.2,5.6|. Procedure details: In a nitrogen atmosphere, a solution of 3.9 g (0.02 mole) methyl 2-(4-hydroxyphenoxy)propanoate in 20 cc of dimethylformamide was added dropwise at about 15° C. to a suspension of 0.8 g sodium hydride in 10 cc dimethylformamide. When the evolution of hydrogen ceased, 4.7 g of (0.02 mole) 2,6,7-trichloroquinoxaline was added and the reaction mixture was heated for 5 hours at ~130° C. Filtering the reaction mixture yielded a small amount of insoluble material. The filtrate was poured into approxim... Starting materials: S1CSCCC1 (1,3-dithiane), [Li]CCCC (n-BuLi), C(C1=CC=CC=C1)O[C@H]1[C@@H]([C@H]2N=C(S[C@H]2O[C@@H]1C=O)N(C)C)OCC1=CC=CC=C1 ((3aR,5S,6S,7R,7aR)-6,7-Bis(benzyloxy)-2-(dimethylamino)-5,6,7,7a-tetrahydro-3aH-pyrano[3,2-d]thiazole-5-carbaldehyde). The solvent is C1CCOC1 (THF), C1CCOC1 (THF). Reaction conditions: time 1 hour. The product is C(C1=CC=CC=C1)O[C@H]1[C@@H]([C@H]2N=C(S[C@H]2O[C@@H]1[C@@H](O)C1SCCCS1)N(C)C)OCC1=CC=CC=C1 ((R)-((3aR,5R,6S,7R,7aR)-6,7-bis(benzyloxy)-2-(dimethylamino)-5,6,7,7a-tetrahydro-3aH-pyrano[3,2-d]thiazol-5-yl)(1,3-dithian-2-yl)methanol). RXN SMILES: [S:1]1[CH2:6][CH2:5][CH2:4][S:3][CH2:2]1.[Li]CCCC.[CH2:12]([O:19][C@@H:20]1[C@@H:28]([CH:29]=[O:30])[O:27][C@H:26]2[C@H:22]([N:23]=[C:24]([N:31]([CH3:33])[CH3:32])[S:25]2)[C@H:21]1[O:34][CH2:35][C:36]1[CH:41]=[CH:40][CH:39]=[CH:38][CH:37]=1)[C:13]1[CH:18]=[CH:17][CH:16]=[CH:15][CH:14]=1>C1COCC1>[CH2:12]([O:19][C@@H:20]1[C@@H:28]([C@H:29]([CH:2]2[S:3][CH2:4][CH2:5][CH2:6][S:1]2)[OH:30])[O:27][C@H:26]2[C@H:22]([N:23]=[C:24]([N:31]([CH3:33])[CH3:32])[S:25]2)[C@H:21]1[O:34][CH2:35][C:36]1[CH:37]=[CH:38][CH:39]=[CH:40][CH:41]=1)[C:13]1[CH:14]=[CH:15][CH:16]=[CH:17][CH:18]=1. Procedure: A solution of 1,3-dithiane (14.1 g, 117 mmol) in THF (100 mL) was treated with n-BuLi (44.9 mL, 112 mmol, 2.5M in hexane) at 0° C. for 1 hour, followed by the addition of a solution of the above aldehyde 95 in THF (20 mL) at −50° C. After kept additional 1 hour at 0° C., the reaction was quenched by saturated aqueous NH4Cl (150 mL) and extracted with ethyl acetate (3×80 mL). The combined organic layer was dried over anhydrous sodium sulfate, filtered and concentrated under reduced pressure to gi...